Dataset: the Open Reaction Database (ORD), a public repository of structured organic reaction records. Task: describe an organic reaction: reactants, conditions, products, and yield Starting materials: NCCN(CCNC1=NC(=CC=C1)F)CC (N-(2-aminoethyl)-N-ethyl-N-[2-[N-(6-fluoropyridin-2-yl)amino]ethyl]amine), C(C)N(CCOC=1C(=NC=CC1)F)CCNC(=O)C1=NC2=CC=C(C=C2N=C1)I (N-[2-[N-ethyl-N-[2-(2-fluoropyridin-3-yloxy)ethyl]amino]ethyl]-6-iodoquinoxaline-2-carboxamide). The product is C(C)N(CCNC1=NC(=CC=C1)F)CCNC(=O)C1=NC2=CC=C(C=C2N=C1)I (N-[2-[N-ethyl-N-[2-[(6-fluoropyridin-2-yl)amino]ethyl]amino]ethyl]-6-iodoquinoxaline-2-carboxamide). Isolated yield 97.0%. Reaction SMILES: [NH2:1][CH2:2][CH2:3][N:4]([CH2:15][CH3:16])[CH2:5][CH2:6][NH:7][C:8]1[CH:13]=[CH:12][CH:11]=[C:10]([F:14])[N:9]=1.C(N(CCN[C:33]([C:35]1[CH:44]=[N:43][C:42]2[C:37](=[CH:38][CH:39]=[C:40]([I:45])[CH:41]=2)[N:36]=1)=[O:34])CCOC1C(F)=NC=CC=1)C>>[CH2:15]([N:4]([CH2:3][CH2:2][NH:1][C:33]([C:35]1[CH:44]=[N:43][C:42]2[C:37](=[CH:38][CH:39]=[C:40]([I:45])[CH:41]=2)[N:36]=1)=[O:34])[CH2:5][CH2:6][NH:7][C:8]1[CH:13]=[CH:12][CH:11]=[C:10]([F:14])[N:9]=1)[CH3:16]. Procedure details: This compound was prepared, starting from compound 15 (55 mg, 0.24 mmol), according to the procedure developed for compound 10. Reaction time under reflux: 6 h, to give compound 16 (84 mg, 0.16 mmol) as an orange-coloured oil. Yield 97%; Rf (Al2O3, CH2Cl2/EtOH, 98/2, v/v) 0.70; IR (CCl4) ν 1521, 1619, 1685, 2760-3000, 3405 cm−1; 1H NMR (400 MHz, CDCl3) δ 1.09 (t, 3H, J=7.1 Hz), 2.72 (q, 2H, J=7.1 Hz), 2.82 (m, 2H), 3.35 (q, 2H, J=5.7 Hz), 3.63 (q, 2H, J=5.9 Hz), 5.40 (se, 1H), 6.01 (dd, 1H, J=2.... The reactants are CCO, CCOC(=O)c1cnc2cc(OC)ccc2c1, Cl, [Na+], [OH-]. The product is COc1ccc2cc(C(=O)O)cnc2c1. As a reaction SMILES: [CH3:21][CH2:22][OH:23].[CH3:2][O:3][c:4]1[cH:5][cH:6][c:7]2[cH:8][c:9]([C:14](=[O:15])[O:16][CH2:17][CH3:18])[cH:10][n:11][c:12]2[cH:13]1.[ClH:1].[Na+:20].[OH-:19]>>[CH3:2][O:3][c:4]1[cH:5][cH:6][c:7]2[cH:8][c:9]([C:14](=[O:15])[OH:16])[cH:10][n:11][c:12]2[cH:13]1. Reactants: ClCCCCCOC1=C(C=C(C(=O)N(C(C)C)C(C)C)C=C1)OC (4-(5-chloropentyloxy)-3-methoxy-N,N-bis(1-methylethyl)benzamide), BrCCCCCCl (1-Bromo-5-chloropentane), OC1=C(C=C(C(=O)N(C(C)C)C(C)C)C=C1)OC (4-hydroxy-3-methoxy-N,N-bis(1-methylethyl)benzamide), C([O-])([O-])=O.[K+].[K+] (potassium carbonate), [I-].[Na+] (Sodium iodide). Solvent: CC(CC)=O (2-butanone). Conditions: temperature 80 celsius. Product: ICCCCCOC1=C(C(=O)N(C(C)C)C(C)C)C=CC=C1OC (5-iodopentyloxy-3-methoxy-N,N-bis(1-methylethyl)benzamide). RXN SMILES: BrCCCCCCl.O[C:9]1[CH:23]=[CH:22][C:12]([C:13]([N:15]([CH:19]([CH3:21])[CH3:20])[CH:16]([CH3:18])[CH3:17])=[O:14])=[CH:11][C:10]=1[O:24][CH3:25].C(=O)([O-])[O-].[K+].[K+].Cl[CH2:33][CH2:34][CH2:35][CH2:36][CH2:37][O:38]C1C=CC(C(N(C(C)C)C(C)C)=O)=CC=1OC.[I-:56].[Na+]>CC(=O)CC>[I:56][CH2:33][CH2:34][CH2:35][CH2:36][CH2:37][O:38][C:11]1[C:10]([O:24][CH3:25])=[CH:9][CH:23]=[CH:22][C:12]=1[C:13]([N:15]([CH:19]([CH3:21])[CH3:20])[CH:16]([CH3:18])[CH3:17])=[O:14] |f:2.3.4,6.7|. Procedure: 1-Bromo-5-chloropentane (84.7 g, 60.2 mL) is added to a stirred slurry of 4-hydroxy-3-methoxy-N,N-bis(1-methylethyl)benzamide (109 g) and powdered potassium carbonate (72.1 g) in 2-butanone (805 g, 1099 mL). The reaction mixture is heated at 80° C. for 21 hours with moderate stirring, and the slurry is filtered hot to obtain a 2-butanone solution containing 4-(5-chloropentyloxy)-3-methoxy-N,N-bis(1-methylethyl)benzamide. Sodium iodide (97.8 g) is added. The mixture is heated at 80° C. for 21 hou... Starting materials: C(CCCCCCCCCCC)OC1=C(C=C(C(=O)OC2=CC=C(C=C2)O)C=C1)Cl (4-hydroxyphenyl 4-dodecyloxy-3-chlorobenzoate), O1C(CCCC1)OC(CC(=O)O)CCCCCC (β-tetrahydropyranyloxynonanoic acid), C1(CCCCC1)N=C=NC1CCCCC1 (dicyclohexylcarbodi-imide), N1(CCCC1)C1=CC=NC=C1 (4-pyrrolidinopyridine), C1(=CC=C(C=C1)S(=O)(=O)[O-])C.[NH+]1=CC=CC=C1 (pyridinium p-toluenesulfonate). Run in C(Cl)Cl (methylene chloride), C(Cl)(Cl)Cl (chloroform), C(Cl)(Cl)Cl (chloroform), CCCCCC (n-hexane), C(C)O (ethanol), CCCCCC (n-hexane), C(C)(=O)OCC (ethyl acetate), C(C)(=O)OCC (ethyl acetate). Run at time 8 hour. The product is C(CCCCCCCCCCC)OC1=C(C=C(C(=O)OC2=CC=C(C=C2)C(=O)OCC(CCCCCCC)O)C=C1)Cl (4-(β-hydroxynonylcarboxy)phenyl 4-dodecyloxy-3-chlorobenzoate). Isolated yield 312.4%. RXN SMILES: [CH2:1]([O:13][C:14]1[CH:29]=[CH:28][C:17]([C:18]([O:20][C:21]2[CH:26]=[CH:25][C:24](O)=[CH:23][CH:22]=2)=[O:19])=[CH:16][C:15]=1[Cl:30])[CH2:2][CH2:3][CH2:4][CH2:5][CH2:6][CH2:7][CH2:8][CH2:9][CH2:10][CH2:11][CH3:12].[O:31]1CCCC[CH:32]1[O:37][CH:38]([CH2:43][CH2:44]CCCC)CC(O)=O.C1(N=C=N[CH:58]2[CH2:63][CH2:62][CH2:61][CH2:60][CH2:59]2)CCCCC1.N1(C2C=CN=CC=2)CCCC1.C1(C)C=CC(S([O-])(=O)=[O:82])=CC=1.[NH+]1C=CC=CC=1>C(Cl)Cl.C(OCC)(=O)C.C(O)C.C(Cl)(Cl)Cl.CCCCCC>[CH2:1]([O:13][C:14]1[CH:29]=[CH:28][C:17]([C:18]([O:20][C:21]2[CH:26]=[CH:25][C:24]([C:32]([O:37][CH2:38][CH:43]([OH:82])[CH2:44][CH2:59][CH2:60][CH2:61][CH2:62][CH2:63][CH3:58])=[O:31])=[CH:23][CH:22]=2)=[O:19])=[CH:16][C:15]=1[Cl:30])[CH2:2][CH2:3][CH2:4][CH2:5][CH2:6][CH2:7][CH2:8][CH2:9][CH2:10][CH2:11][CH3:12] |f:4.5|. Procedure details: Then, 300 mg of 4-hydroxyphenyl 4-dodecyloxy-3-chlorobenzoate, 300 mg of β-tetrahydropyranyloxynonanoic acid, 250 mg of dicyclohexylcarbodi-imide and 25 mg of 4-pyrrolidinopyridine were dissolved in methylene chloride, and reaction was carried out at room temperature with stirring overnight. The thus-obtained solution was diluted with ethyl acetate, and the dilution was washed with a 0.5N aqueous solution of hydrochloric acid, a saturated aqueous solution of sodium chloride, a saturated aqueous ... The reactants are CC(C)=CCCC(C)=CCO, O=S(=O)([O-])c1ccccc1I, C[N+](=O)[O-], [Na+], [Na+], [Na+], O=S(=O)([O-])[O-]. The product is CC(C)=CCCC(C)=CC=O. As a reaction SMILES: [CH3:20][C:21](=[CH:22][CH2:23][OH:24])[CH2:25][CH2:26][CH:27]=[C:28]([CH3:29])[CH3:30].[I:1][c:2]1[cH:3][cH:4][cH:5][cH:6][c:7]1[S:8]([O-:9])(=[O:10])=[O:11].[N+:31]([CH3:32])([O-:33])=[O:34].[Na+:12].[Na+:13].[Na+:14].[O-:15][S:16](=[O:17])(=[O:18])[O-:19]>>[CH3:20][C:21](=[CH:22][CH:23]=[O:24])[CH2:25][CH2:26][CH:27]=[C:28]([CH3:29])[CH3:30]. Reactants: [N+](=O)([O-])C=1C=C(C=CC1)B(O)O (3-nitrophenylboronic acid), C(C)(=O)OCC (ethyl acetate), BrC1=CC=C2C=CNC2=C1 (6-Bromo-1H-indole), C([O-])([O-])=O.[K+].[K+] (potassium carbonate). Reagents/catalysts: C1=CC=C(C=C1)P([C-]2C=CC=C2)C3=CC=CC=C3.C1=CC=C(C=C1)P([C-]2C=CC=C2)C3=CC=CC=C3.Cl[Pd]Cl.[Fe+2] (Pd(dppf)Cl2). The solvent is O (water), CN(C)C=O.O (DMF water). Yields the product [N+](=O)([O-])C=1C=C(C=CC1)C1=CC=C2C=CNC2=C1 (6-(3-nitrophenyl)-1H-indole). RXN SMILES: Br[C:2]1[CH:10]=[C:9]2[C:5]([CH:6]=[CH:7][NH:8]2)=[CH:4][CH:3]=1.C(=O)([O-])[O-].[K+].[K+].[N+:17]([C:20]1[CH:21]=[C:22](B(O)O)[CH:23]=[CH:24][CH:25]=1)([O-:19])=[O:18].C(OCC)(=O)C>CN(C=O)C.O.C1C=CC(P(C2C=CC=CC=2)[C-]2C=CC=C2)=CC=1.C1C=CC(P(C2C=CC=CC=2)[C-]2C=CC=C2)=CC=1.Cl[Pd]Cl.[Fe+2].O>[N+:17]([C:20]1[CH:25]=[C:24]([C:2]2[CH:10]=[C:9]3[C:5]([CH:6]=[CH:7][NH:8]3)=[CH:4][CH:3]=2)[CH:23]=[CH:22][CH:21]=1)([O-:19])=[O:18] |f:1.2.3,6.7,8.9.10.11|. Procedure: 6-Bromo-1H-indole (1.00 g, 5.10 mmol) and potassium carbonate (1.41 g, 10.2 mmol) were dissolved in a DMF/water (4:1, 10 mL) mixture solution, and then the gas included in the mixture solution was removed using ultrasonic wave and nitrogen gas. After sequentially adding 3-nitrophenylboronic acid (853 mg, 5.61 mmol) and Pd(dppf)Cl2 (416 mg, 0.51 mmol), the mixture was stirred at room temperature in a sealed reactor. 2 hours later, after adding ethyl acetate and water, the reaction solution was fi... Reactants: 4-16, C(C)OCC (diethylether), CBr (methyl bromide), C(C)(C)C(CCC#N)C=CC(C)=O (4-isopropyl-7-oxo- 5-octenenitrile), CBr (methyl bromide), nitrile, [Cl-].[NH4+] (ammonium chloride), [Li] (lithium), [Li] (lithium), [Li] (lithium). The solvent is C1(=CC=CC=C1)C (toluene), C1(=CC=CC=C1)C (toluene). The product is OC(C=CC(CCC(C)=O)C(C)C)(C)C (8-hydroxy-5-isopropyl-8-methyl-non-6-en-2-one). Reaction SMILES: [Li].[CH3:2]Br.[CH:4]([CH:7]([CH:12]=[CH:13][C:14](=[O:16])[CH3:15])[CH2:8][CH2:9]C#N)([CH3:6])[CH3:5].[Cl-].[NH4+].C([O:21][CH2:22][CH3:23])C>C1(C)C=CC=CC=1>[OH:16][C:14]([CH3:15])([CH3:2])[CH:13]=[CH:12][CH:7]([CH:4]([CH3:5])[CH3:6])[CH2:8][CH2:9][C:22](=[O:21])[CH3:23] |f:3.4,^1:0|. Reported procedure: Into a 12-liter reaction vessel equipped with stirrer, thermometer, condenser, gas addition tube (straight, not a dispersion tube), heating mantle and nitrogen blanket apparatus, is placed 4.5 liters of diethylether anhydrous and 120 grams (17.4 moles) of 4-16 mesh lithium shot. The contents of the flask are stirred and refluxed for one hour in order to activate the lithium. The heating mantle is removed and the contents of the flask are allowed to cool to room temperature. 828 grams (8.7 moles)...